From a dataset of the Open Reaction Database (ORD), a public repository of structured organic reaction records. describe an organic reaction: reactants, conditions, products, and yield Starting materials: O=C([O-])[O-], COc1cc2c(cc1[N+](=O)[O-])CCNCC2, CN1CCCC1=O, CC(=O)NCCCl, [I-], [K+], [K+], [K+]. Product: COc1cc2c(cc1[N+](=O)[O-])CCN(CCNC(C)=O)CC2. RXN SMILES: [C:26](=[O:27])([O-:28])[O-:29].[CH3:1][O:2][c:3]1[cH:4][c:5]2[c:6]([cH:12][c:13]1[N+:14](=[O:15])[O-:16])[CH2:7][CH2:8][NH:9][CH2:10][CH2:11]2.[CH3:32][N:33]1[CH2:34][CH2:35][CH2:36][C:37]1=[O:38].[Cl:17][CH2:18][CH2:19][NH:20][C:21]([CH3:22])=[O:23].[I-:25].[K+:24].[K+:30].[K+:31]>>[CH3:1][O:2][c:3]1[cH:4][c:5]2[c:6]([cH:12][c:13]1[N+:14](=[O:15])[O-:16])[CH2:7][CH2:8][N:9]([CH2:18][CH2:19][NH:20][C:21]([CH3:22])=[O:23])[CH2:10][CH2:11]2. Reactants: OC1=CC2=C(C(C=CO2)=O)C=C1 (7-hydroxy-4(4H)-benzopyranone), OC=1C=C(C=O)C=CC1O (3,4-dihydroxybenzaldehyde), Cl (hydrochloric acid), CO (methanol). The solvent is O (water). Conditions: time 18 hour. Yields the product OC=1C=C(C=CC1O)C=C1OC2=C(C(C1)=O)C=CC(=C2)O (2-[(3,4-dihydroxyphenyl)methylene]-7-hydroxy-4(4H)-benzopyranone). Isolated yield 70.6%. As a reaction SMILES: [OH:1][C:2]1[CH:12]=[CH:11][C:5]2[C:6](=[O:10])[CH:7]=[CH:8][O:9][C:4]=2[CH:3]=1.[OH:13][C:14]1[CH:15]=[C:16]([CH:19]=[CH:20][C:21]=1[OH:22])[CH:17]=O.Cl.CO>O>[OH:13][C:14]1[CH:15]=[C:16]([CH:17]=[C:8]2[CH2:7][C:6](=[O:10])[C:5]3[CH:11]=[CH:12][C:2]([OH:1])=[CH:3][C:4]=3[O:9]2)[CH:19]=[CH:20][C:21]=1[OH:22]. Procedure: After 7-hydroxy-4(4H)-benzopyranone 0.5 g and 3,4-dihydroxybenzaldehyde 0.42 g were added to a mixture of concentrated hydrochloric acid 25 ml and methanol 35 ml, the mixture was refluxed for 2.5 hours and cooled to room temperature, and water 250 ml was added. The mixture was allowed to stand for 18 hours and the precipitated crystals were filtered. The crystals were dried over phosphorous pentoxide for four hours under reduced pressure to obtain the desired compound 0.61 g.